Dataset: the Open Reaction Database (ORD), a public repository of structured organic reaction records. Task: describe an organic reaction: reactants, conditions, products, and yield The reactants are ClC1=C(C=CC(=C1)Cl)CCC(=O)O (3-(2,4-dichloro-phenyl)-propionic acid), 0.300, ClC=1C=C(C=CC1OCCN(CC)CC)N (3-chloro-4-(2-diethylamino-ethoxy)-phenylamine), C(C)N(C(C)C)C(C)C (ethyl-diisopropylamine). The solvent is S(=O)(Cl)Cl (thionyl chloride), ClCCl (dichloromethane). Reaction conditions: time 16 hour. Yields the product ClC=1C=C(C=CC1OCCN(CC)CC)NC(CCC1=C(C=C(C=C1)Cl)Cl)=O (N-[3-chloro-4-(2-diethylamino-ethoxy)-phenyl]-3-(2,4-dichloro-phenyl)-propionamide). As a reaction SMILES: [Cl:1][C:2]1[CH:7]=[C:6]([Cl:8])[CH:5]=[CH:4][C:3]=1[CH2:9][CH2:10][C:11]([OH:13])=O.[Cl:14][C:15]1[CH:16]=[C:17]([NH2:29])[CH:18]=[CH:19][C:20]=1[O:21][CH2:22][CH2:23][N:24]([CH2:27][CH3:28])[CH2:25][CH3:26].C(N(C(C)C)C(C)C)C>S(Cl)(Cl)=O.ClCCl>[Cl:14][C:15]1[CH:16]=[C:17]([NH:29][C:11](=[O:13])[CH2:10][CH2:9][C:3]2[CH:4]=[CH:5][C:6]([Cl:8])=[CH:7][C:2]=2[Cl:1])[CH:18]=[CH:19][C:20]=1[O:21][CH2:22][CH2:23][N:24]([CH2:27][CH3:28])[CH2:25][CH3:26]. Reported procedure: A solution of 0.271 g (1.236 mmol) of (3-(2,4-dichloro-phenyl)-propionic acid in 3.00 mL thionyl chloride was stirred for 2 hours at RT, evaporated down i. vac. and dissolved in 10 mL dichloromethane. This solution of the acid chloride was slowly added dropwise, while cooling with ice, to a solution of 0.300 (1.236 mmol) of 3-chloro-4-(2-diethylamino-ethoxy)-phenylamine (intermediate product Z1b) and 0.32 mL (1.854 mmol) of ethyl-diisopropylamine in 10 mL dichloromethane and the mixture was stir... Starting materials: O=C(Cl)c1ccccc1, ClCCl, Cc1c(C(=O)C2C(=O)CCCC2=O)ccc2c1S(=O)(=O)CCC2(C)C, O, c1ccncc1. Product: Cc1c(C(=O)C2=C(OC(=O)c3ccccc3)CCCC2=O)ccc2c1S(=O)(=O)CCC2(C)C. As a reaction SMILES: [C:32]([c:33]1[cH:34][cH:35][cH:36][cH:37][cH:38]1)(=[O:39])[Cl:40].[CH2:42]([Cl:43])[Cl:44].[CH3:1][C:2]1([CH3:25])[CH2:3][CH2:4][S:5](=[O:23])(=[O:24])[c:6]2[c:7]([CH3:22])[c:8]([C:12](=[O:13])[CH:14]3[C:15](=[O:21])[CH2:16][CH2:17][CH2:18][C:19]3=[O:20])[cH:9][cH:10][c:11]21.[OH2:41].[cH:26]1[cH:27][cH:28][n:29][cH:30][cH:31]1>>[CH3:1][C:2]1([CH3:25])[CH2:3][CH2:4][S:5](=[O:23])(=[O:24])[c:6]2[c:7]([CH3:22])[c:8]([C:12](=[O:13])[C:14]3=[C:19]([O:20][C:32]([c:33]4[cH:34][cH:35][cH:36][cH:37][cH:38]4)=[O:39])[CH2:18][CH2:17][CH2:16][C:15]3=[O:21])[cH:9][cH:10][c:11]21. Reactants: C(C)(C)(C)OC(=O)N1C(=CC2=CC=CC=C12)CC(C(=O)Cl)(C(=O)Cl)OC (2-(N-tert-butoxycarbonyl-1H-indol-2-ylmethyl)-2-methoxy-malonyl dichloride), C(C)(C)N(C(CNC1=C(C=CC=C1)NC1=CC=CC=C1)=O)C1=CC=C(C=C1)OC (N-isopropyl-N-(4-methoxy-phenyl)-2-(2-phenylamino-phenylamino) acetamide), Intermediate 43. Solvent: C1CCOC1 (THF), C1CCOC1 (THF). Yields the product N1C(=CC2=CC=CC=C12)CC1(C(N(C2=C(N(C1=O)CC(=O)N(C1=CC=C(C=C1)OC)C(C)C)C=CC=C2)C2=CC=CC=C2)=O)OC (2-[3-(1H-indol-2-ylmethyl)-3-methoxy-2,4-dioxo-5-phenyl-2,3,4,5-tetrahydro-benzo[b][1,4]diazepin-1-yl]-N-isopropyl-N-(4-methoxyphenyl) acetamide). The yield is 12.2%. RXN SMILES: [CH:1]([N:4]([C:22]1[CH:27]=[CH:26][C:25]([O:28][CH3:29])=[CH:24][CH:23]=1)[C:5](=[O:21])[CH2:6][NH:7][C:8]1[CH:13]=[CH:12][CH:11]=[CH:10][C:9]=1[NH:14][C:15]1[CH:20]=[CH:19][CH:18]=[CH:17][CH:16]=1)([CH3:3])[CH3:2].C(OC([N:37]1[C:45]2[C:40](=[CH:41][CH:42]=[CH:43][CH:44]=2)[CH:39]=[C:38]1[CH2:46][C:47]([O:54][CH3:55])([C:51](Cl)=[O:52])[C:48](Cl)=[O:49])=O)(C)(C)C>C1COCC1>[NH:37]1[C:45]2[C:40](=[CH:41][CH:42]=[CH:43][CH:44]=2)[CH:39]=[C:38]1[CH2:46][C:47]1([O:54][CH3:55])[C:48](=[O:49])[N:7]([CH2:6][C:5]([N:4]([CH:1]([CH3:3])[CH3:2])[C:22]2[CH:27]=[CH:26][C:25]([O:28][CH3:29])=[CH:24][CH:23]=2)=[O:21])[C:8]2[CH:13]=[CH:12][CH:11]=[CH:10][C:9]=2[N:14]([C:15]2[CH:20]=[CH:19][CH:18]=[CH:17][CH:16]=2)[C:51]1=[O:52]. Procedure: A solution of 0.76 g (2.0 mmol) of N-isopropyl-N-(4-methoxy-phenyl)-2-(2-phenylamino-phenylamino) acetamide, prepared as in Intermediate 43, in 10 mL of THF is added dropwise to a solution of 1.0 g (2.4 mmol) of 2-(N-tert-butoxycarbonyl-1H-indol-2-ylmethyl)-2-methoxy-malonyl dichloride in 35 mL of THF. The brown solution is heated at reflux for 1 d. After removal of THF in vacuo the residue is diluted with 100 mL of 1N HCl and extracted with EtOAc (×2). the organic extract is washed with 1N HCl,... The reactants are OC=1C=C2C(C=COC2=CC1)=O (6-hydroxychromone), COS(=O)(=O)OC (dimethylsulphate), [Br-] (bromide), C(=O)(O)[O-].[Na+] (NaHCO3). Run in O (water), C(Cl)Cl (CH2Cl2). Reaction conditions: time 24 hour. Product: COC=1C=C2C(C=COC2=CC1)=O (6-methoxychromone). Yield: 82.0%. RXN SMILES: [OH:1][C:2]1[CH:3]=[C:4]2[C:9](=[CH:10][CH:11]=1)[O:8][CH:7]=[CH:6][C:5]2=[O:12].[CH3:13]OS(OC)(=O)=O.[Br-].C([O-])(O)=O.[Na+]>O.C(Cl)Cl>[CH3:13][O:1][C:2]1[CH:3]=[C:4]2[C:9](=[CH:10][CH:11]=1)[O:8][CH:7]=[CH:6][C:5]2=[O:12] |f:3.4|. Procedure details: A mixture of 6-hydroxychromone (4.5 g; 27.7 mmol), CH2Cl2 (150 ml), water (150 ml), dimethylsulphate (4 ml; 41.5 mmol), benzyltributylammmonium bromide (2 g; 5.5 mmol) and NaHCO3 (1.67 g; 41.5 mmol) was stirred for 24 hours at ambient temperature. The organic phase was decanted, washed with water, a dilute solution of ammonium hydroxide and with 1N HCl, it was dried over MgSO4 and evaporated. It was purified by chromatography, eluting with ethyl acetate/petroleum ether (50/50) to give 6-methoxyc... The reactants are BrC1=CC=C(C=C1)C1=NC=2C(=NC=CC2)N1CC(=O)O (2-(4-bromophenyl)-3H-imidazo[4,5-b]pyridine-3-acetic acid), C(=O)(N1C=NC=C1)N1C=NC=C1 (1,1'carbonyldiimidazole), C(CC)NCCC (dipropylamine). Solvent: O1CCCC1 (tetrahydrofuran). Run at time 6 hour. The product is BrC1=CC=C(C=C1)C1=NC=2C(=NC=CC2)N1CC(=O)N(CCC)CCC (2-(4-Bromophenyl)-N,N-dipropyl-3H-imidazo[4,5-b]pyridine-3-acetamide). As a reaction SMILES: [Br:1][C:2]1[CH:7]=[CH:6][C:5]([C:8]2[N:16]([CH2:17][C:18]([OH:20])=O)[C:11]3=[N:12][CH:13]=[CH:14][CH:15]=[C:10]3[N:9]=2)=[CH:4][CH:3]=1.C(N1C=CN=C1)(N1C=CN=C1)=O.[CH2:33]([NH:36][CH2:37][CH2:38][CH3:39])[CH2:34][CH3:35]>O1CCCC1>[Br:1][C:2]1[CH:3]=[CH:4][C:5]([C:8]2[N:16]([CH2:17][C:18]([N:36]([CH2:37][CH2:38][CH3:39])[CH2:33][CH2:34][CH3:35])=[O:20])[C:11]3=[N:12][CH:13]=[CH:14][CH:15]=[C:10]3[N:9]=2)=[CH:6][CH:7]=1. Procedure: Under nitrogen bubbling, a mixture of 2-(4-bromophenyl)-3H-imidazo[4,5-b]pyridine-3-acetic acid (13.28 g, 0.04 mole) and 1,1'carbonyldiimidazole (7.14 g, 0.044 mole) in 300 ml of tetrahydrofuran was stirred at room temperature for 6 hrs. Then, under nitrogen atmosphere, dipropylamine (12.12 g, 0.12 mole) was added and the reaction mixture was heated at reflux for 3 hrs. The reaction mixture was filtered and the filtrate was evaporated to dryness. The solid was dried under high vacuum overnight a... Reactants: OC1(CCC2(OCC(CO2)(C)C)CC1)CC=O ((9-hydroxy-3,3-dimethyl-1,5-dioxa-spiro[5.5]undec-9-yl)-acetaldehyde), FC(C1=CC=C(C=C1)[C@H](C)N)F ((S)-1-(4-difluoromethyl-phenyl)-ethylamine), Intermediate 2. Product: FC(C1=CC=C(C=C1)[C@H](C)NCCC1(CCC2(OCC(CO2)(C)C)CC1)O)F (9-{2-[(S)-1-(4-Difluoromethyl-phenyl)-ethylamino]-ethyl}-3,3-dimethyl-1,5-dioxa-spiro[5.5]undecan-9-ol). Isolated yield 77.0%. RXN SMILES: [OH:1][C:2]1([CH2:15][CH:16]=O)[CH2:14][CH2:13][C:5]2([O:10][CH2:9][C:8]([CH3:12])([CH3:11])[CH2:7][O:6]2)[CH2:4][CH2:3]1.[F:18][CH:19]([F:29])[C:20]1[CH:25]=[CH:24][C:23]([C@@H:26]([NH2:28])[CH3:27])=[CH:22][CH:21]=1>>[F:18][CH:19]([F:29])[C:20]1[CH:21]=[CH:22][C:23]([C@@H:26]([NH:28][CH2:16][CH2:15][C:2]2([OH:1])[CH2:3][CH2:4][C:5]3([O:10][CH2:9][C:8]([CH3:12])([CH3:11])[CH2:7][O:6]3)[CH2:13][CH2:14]2)[CH3:27])=[CH:24][CH:25]=1. Reported procedure: The title compound is prepared from (9-hydroxy-3,3-dimethyl-1,5-dioxa-spiro[5.5]undec-9-yl)-acetaldehyde and (S)-1-(4-difluoromethyl-phenyl)-ethylamine following a procedure analogous to that described in Step 3 of Intermediate 2. Yield: 77% of theory; LC (method 8): tR=1.10 min; Mass spectrum (ESI+): m/z=398 [M+H]+.